The task is: describe an organic reaction: reactants, conditions, products, and yield. This data is from the Open Reaction Database (ORD), a public repository of structured organic reaction records. Reactants: OS(=O)[O-].[Na+] (NaHSO3), COC=1C=C(N)C=C(C1)C(F)(F)F (3-methoxy-5-(trifluoromethyl)aniline), II (Iodine), N(=O)OC(C)(C)C (t-butyl nitrite). Run in C(Cl)(Cl)Cl (CHCl3). Conditions: temperature 50 celsius. Yields the product IC1=CC(=CC(=C1)C(F)(F)F)OC (1-iodo-3-methoxy-5-(trifluoromethyl)benzene). Reaction SMILES: [CH3:1][O:2][C:3]1[CH:4]=[C:5]([CH:7]=[C:8]([C:10]([F:13])([F:12])[F:11])[CH:9]=1)N.N(OC(C)(C)C)=O.[I:21]I.OS([O-])=O.[Na+]>C(Cl)(Cl)Cl>[I:21][C:5]1[CH:7]=[C:8]([C:10]([F:13])([F:12])[F:11])[CH:9]=[C:3]([O:2][CH3:1])[CH:4]=1 |f:3.4|. Reported procedure: 3-methoxy-5-(trifluoromethyl)aniline (100 mg, 0.52 mmol) was dissolved in CHCl3 (5.2 mL) and t-butyl nitrite (124 μL, 1.05 mmol) was added dropwise by syringe. Iodine (266 mg, 1.05 mmol) was added and then the reaction was slowly heated to 50° C. and was maintained at this temperature for an hour and thirty minutes. The reaction was then cooled to room temperature and poured into aq. NaHSO3 (50 mL). The mixture was extracted with EtOAc (50 mL) and the organic extracts were washed with aq. NaHSO3... Starting materials: O=C([O-])[O-], CC(=O)OCCBr, CCOCC, CN(C)C=O, [Cs+], [Cs+], [I-], [K+], Cc1ccc(O)c(C=O)c1. The product is CC(=O)OCCOc1ccc(C)cc1C=O. RXN SMILES: [C:11](=[O:12])([O-:13])[O-:14].[C:19]([CH3:20])(=[O:21])[O:22][CH2:23][CH2:24][Br:25].[CH2:31]([O:32][CH2:33][CH3:34])[CH3:35].[CH3:26][N:27]([CH3:28])[CH:29]=[O:30].[Cs+:15].[Cs+:16].[I-:18].[K+:17].[OH:1][c:2]1[c:3]([CH:4]=[O:5])[cH:6][c:7]([CH3:10])[cH:8][cH:9]1>>[O:1]([c:2]1[c:3]([CH:4]=[O:5])[cH:6][c:7]([CH3:10])[cH:8][cH:9]1)[CH2:24][CH2:23][O:22][C:19]([CH3:20])=[O:21].